This data is from the Open Reaction Database (ORD), a public repository of structured organic reaction records. The task is: describe an organic reaction: reactants, conditions, products, and yield Starting materials: C1=C(C=CC=2OC3=C(C21)C=CC=C3)[C@H]3[C@H]([C@@]2(CC[C@@H]3C2)N=S(=O)=O)C\C=C/CCCC(=O)OC (Methyl (Z)-7-[(1S, 2R, 3R, 4R)-3-(2-dibezofuryl)-sulfonylaminobicyclo[2.2.1]hept-2-yl]-5-heptenoate), Cl (HCl), [OH-].[K+] (potassium hydroxide). Solvent: CO (methanol), O1CCCC1 (tetrahydrofuran). Product: C1=C(C=CC=2OC3=C(C21)C=CC=C3)[C@H]3[C@H]([C@@]2(CC[C@@H]3C2)N=S(=O)=O)C\C=C/CCCC(=O)O ((Z)-7-[(1S, 2R, 3R, 4R)-3-(2-dibezofuryl)-sulfonylaminobicyclo[2.2.1]hept-2-yl]-5-heptenoic acid). The yield is 86.8%. As a reaction SMILES: [CH:1]1[C:9]2[C:8]3[CH:10]=[CH:11][CH:12]=[CH:13][C:7]=3[O:6][C:5]=2[CH:4]=[CH:3][C:2]=1[C@@H:14]1[C@H:19]2[CH2:20][C@@:16]([N:21]=[S:22](=[O:24])=[O:23])([CH2:17][CH2:18]2)[C@@H:15]1[CH2:25]/[CH:26]=[CH:27]\[CH2:28][CH2:29][CH2:30][C:31]([O:33]C)=[O:32].[OH-].[K+].Cl>CO.O1CCCC1>[CH:1]1[C:9]2[C:8]3[CH:10]=[CH:11][CH:12]=[CH:13][C:7]=3[O:6][C:5]=2[CH:4]=[CH:3][C:2]=1[C@@H:14]1[C@H:19]2[CH2:20][C@@:16]([N:21]=[S:22](=[O:24])=[O:23])([CH2:17][CH2:18]2)[C@@H:15]1[CH2:25]/[CH:26]=[CH:27]\[CH2:28][CH2:29][CH2:30][C:31]([OH:33])=[O:32] |f:1.2|. Reported procedure: Methyl (Z)-7-[(1S, 2R, 3R, 4R)-3-(2-dibezofuryl)-sulfonylaminobicyclo[2.2.1]hept-2-yl]-5-heptenoate (1a-1) (234 mg, 0.50 mmol) was dissolved in methanol (6 ml)/tetrahydrofuran (4 ml). To the solution was added 1 N potassium hydroxide (1.50 ml, 1.50 mmol) under ice-cooling. After the reaction mixture was warmed up to room temperature, it was allowed to react for 16 hr and concentrated to remove the solvent. To the residue were added ethyl acetate (50 ml) and water (10 ml), and then 1 N HCl (2.00 ... Starting materials: O1CCOCC1 (1,4-dioxane), ClC=1C=CC(=C(C1)B(O)O)O ((5-Chloro-2-hydroxyphenyl) boronic acid), BrC1=CC(=NC=C1)C=O (4-bromopyridine-2-carbaldehyde), C([O-])([O-])=O.[K+].[K+] (potassium carbonate). The reagents and catalysts are C1=CC=C(C=C1)P(C2=CC=CC=C2)C3=CC=CC=C3.C1=CC=C(C=C1)P(C2=CC=CC=C2)C3=CC=CC=C3.Cl[Pd]Cl (bis(triphenylphosphine)palladium (II) chloride). The solvent is O (water), C(C)(=O)OCC (ethyl acetate), O (water). Run at temperature 100 celsius. Product: ClC=1C=CC(=C(C1)C1=CC(=NC=C1)C=O)O (4-(5-Chloro-2-hydroxyphenyl)pyridine-2-carbaldehyde). Yield: 22.1%. RXN SMILES: [Cl:1][C:2]1[CH:3]=[CH:4][C:5]([OH:11])=[C:6](B(O)O)[CH:7]=1.Br[C:13]1[CH:18]=[CH:17][N:16]=[C:15]([CH:19]=[O:20])[CH:14]=1.C(=O)([O-])[O-].[K+].[K+].O1CCOCC1>C(OCC)(=O)C.O.C1C=CC(P(C2C=CC=CC=2)C2C=CC=CC=2)=CC=1.C1C=CC(P(C2C=CC=CC=2)C2C=CC=CC=2)=CC=1.Cl[Pd]Cl>[Cl:1][C:2]1[CH:3]=[CH:4][C:5]([OH:11])=[C:6]([C:13]2[CH:18]=[CH:17][N:16]=[C:15]([CH:19]=[O:20])[CH:14]=2)[CH:7]=1 |f:2.3.4,8.9.10|. Procedure details: (5-Chloro-2-hydroxyphenyl) boronic acid (1.58 g, 0.00914 mol) was combined with 4-bromopyridine-2-carbaldehyde (1.70 g, 0.0091 mol), bis(triphenylphosphine)palladium (II) chloride (0.321 g, 0.00046 mol) and potassium carbonate (3.16 g, 0.0228 mol) in a 5 mL microwave vial. 1,4-dioxane (3 mL) and water (0.2 mL) were added and heated to 100° C. for 50 minutes in the microwave. The reaction was diluted with ethyl acetate (30 mL) and water (20 mL), filtered, the organic phase was separated then drie... Starting materials: CCN(CC)C(=O)N1CCc2ccc(S(N)(=O)=O)cc2CC1, O=C=NC1CCCCC1. Product: CCN(CC)C(=O)N1CCc2ccc(S(=O)(=O)NC(=O)NC3CCCCC3)cc2CC1. As a reaction SMILES: [CH2:1]([CH3:2])[N:3]([C:4](=[O:5])[N:6]1[CH2:7][CH2:8][c:9]2[c:10]([cH:13][cH:14][c:15]([S:17](=[O:18])(=[O:19])[NH2:20])[cH:16]2)[CH2:11][CH2:12]1)[CH2:21][CH3:22].[CH:23]1([N:29]=[C:30]=[O:31])[CH2:24][CH2:25][CH2:26][CH2:27][CH2:28]1>>[CH2:1]([CH3:2])[N:3]([C:4](=[O:5])[N:6]1[CH2:7][CH2:8][c:9]2[c:10]([cH:13][cH:14][c:15]([S:17](=[O:18])(=[O:19])[NH:20][C:30]([NH:29][CH:23]3[CH2:24][CH2:25][CH2:26][CH2:27][CH2:28]3)=[O:31])[cH:16]2)[CH2:11][CH2:12]1)[CH2:21][CH3:22].